This data is from the Open Reaction Database (ORD), a public repository of structured organic reaction records. The task is: describe an organic reaction: reactants, conditions, products, and yield The reactants are hydroxynitrile, C(CCCCC)=O (hexanal), C#N (hydrocyanic acid). The solvent is O (water). Reaction conditions: time 5 minute. Yields the product O[C@H](C#N)CCCCC ((S)-2-hydroxyheptanenitrile). The yield is 82.8%. As a reaction SMILES: [CH:1](=[O:7])[CH2:2][CH2:3][CH2:4][CH2:5][CH3:6].[CH:8]#[N:9]>O>[OH:7][C@@H:1]([CH2:2][CH2:3][CH2:4][CH2:5][CH3:6])[C:8]#[N:9]. Reported procedure: 1.33 mmol of hexanal (133 mg) were dissolved in 3 ml of water-saturated diisopropyl ether. 1.1 ml of aqueous hydroxynitrile lyase solution (900 IU/ml) were added at room temperature and the mixture was stirred at room temperature for 5 min. 300 μl of anhydrous hydrocyanic acid (7.88 mmol) were then added and the reaction vessel was sealed pressure-tight. After stirring at room temperature for 1.5 hours, the phases were separated, the aqueous phase was extracted three times with 5 ml of diisoprop... The reactants are O1CCN(CC1)C=1C=2N(N=CC1)C(=C(N2)\C=C\C2=NC1=CC=CC=C1C=C2)C=2C=CC(=NC2)CCC(=O)OCC ((E)-Ethyl 3-(5-(8-morpholino-2-(2-(quinolin-2-yl)vinyl)imidazo[1,2-b]pyridazin-3-yl)pyridin-2-yl)propanoate), [Li+].[OH-] (LiOH). The product is O1CCN(CC1)C=1C=2N(N=CC1)C(=C(N2)\C=C\C2=NC1=CC=CC=C1C=C2)C=2C=CC(=NC2)CCC(=O)O ((E)-3-(5-(8-Morpholino-2-(2-(quinolin-2-yl)vinyl)imidazo[1,2-b]pyridazin-3-yl)pyridin-2-yl)propanoic acid). RXN SMILES: [O:1]1[CH2:6][CH2:5][N:4]([C:7]2[C:8]3[N:9]([C:13]([C:28]4[CH:29]=[CH:30][C:31]([CH2:34][CH2:35][C:36]([O:38]CC)=[O:37])=[N:32][CH:33]=4)=[C:14](/[CH:16]=[CH:17]/[C:18]4[CH:27]=[CH:26][C:25]5[C:20](=[CH:21][CH:22]=[CH:23][CH:24]=5)[N:19]=4)[N:15]=3)[N:10]=[CH:11][CH:12]=2)[CH2:3][CH2:2]1.[Li+].[OH-]>>[O:1]1[CH2:6][CH2:5][N:4]([C:7]2[C:8]3[N:9]([C:13]([C:28]4[CH:29]=[CH:30][C:31]([CH2:34][CH2:35][C:36]([OH:38])=[O:37])=[N:32][CH:33]=4)=[C:14](/[CH:16]=[CH:17]/[C:18]4[CH:27]=[CH:26][C:25]5[C:20](=[CH:21][CH:22]=[CH:23][CH:24]=5)[N:19]=4)[N:15]=3)[N:10]=[CH:11][CH:12]=2)[CH2:3][CH2:2]1 |f:1.2|. Procedure details: Compound 57d (0.58 g, 1.1 mmol) was hydrolyzed with LiOH using the procedure described in Example 54, Step E. The title compound 125 was obtained as a yellow solid. 1H-NMR (300 MHz, CD3OD) δ (ppm): 8.81 (d, J=1.5 Hz, 1H), 8.30 (d, J=8.4 Hz, 1H), 8.16 (dd, J=8.1, 2.1 Hz, 1H), 8.09 (d, J=5.7 Hz, 1H), 8.00 (t, J=8.4 Hz, 1H), 7.92-7.87 (m, 3H), 7.80-7.73 (m, 2H), 7.63-7.54 (m, 2H), 6.40 (d, J=5.7 Hz, 1H), 4.13-4.10 (m, 4H), 4.00-3.97 (m, 4H), 3.23 (t, J=7.5 Hz, 2H), 2.71 (t, J=7.5 Hz, 2H). Mass Spec...